From a dataset of the Open Reaction Database (ORD), a public repository of structured organic reaction records. describe an organic reaction: reactants, conditions, products, and yield Yields the product CC1CN(C(=O)OCc2ccccc2)CC(C)N1S(=O)(=O)c1ccc(C(C)(C)C)cc1. RXN SMILES: [C:28]([CH3:29])([CH3:30])([CH3:31])[c:32]1[cH:33][cH:34][c:35]([S:38](=[O:39])(=[O:40])[Cl:41])[cH:36][cH:37]1.[CH3:1][CH:2]1[CH2:3][N:4]([C:9](=[O:10])[O:11][CH2:12][c:13]2[cH:14][cH:15][cH:16][cH:17][cH:18]2)[CH2:5][CH:6]([CH3:8])[NH:7]1.[CH:19]([N:20]([CH:21]([CH3:22])[CH3:23])[CH2:24][CH3:25])([CH3:26])[CH3:27].[Cl:42][CH2:43][Cl:44]>>[CH3:1][CH:2]1[CH2:3][N:4]([C:9](=[O:10])[O:11][CH2:12][c:13]2[cH:14][cH:15][cH:16][cH:17][cH:18]2)[CH2:5][CH:6]([CH3:8])[N:7]1[S:38]([c:35]1[cH:34][cH:33][c:32]([C:28]([CH3:29])([CH3:30])[CH3:31])[cH:37][cH:36]1)(=[O:39])=[O:40]. Reactants: CC(C)(C)c1ccc(S(=O)(=O)Cl)cc1, CC1CN(C(=O)OCc2ccccc2)CC(C)N1, CCN(C(C)C)C(C)C, ClCCl. The reactants are O (Water), O=C1NC2=CC3=C(C=C2CC1)CCN(CC3)C(=O)OC(C)(C)C (t-butyl 2-oxo-1,2,3,4,6,7,9,10-octahydro-8H-azepino[4,5-g]quinoline-8-carboxylate), CC(C)([O-])C.[K+] (potassium t-butoxide), C(C1=CC=CC=C1)Br (benzyl bromide). Run in C(C)(=O)OCC (ethyl acetate), CN(C)C=O (DMF). Reaction conditions: time 3 hour. The product is C(C1=CC=CC=C1)N1C(CCC2=CC3=C(C=C12)CCN(CC3)C(=O)OC(C)(C)C)=O (t-butyl 1-benzyl-2-oxo-1,2,3,4,6,7,9,10-octahydro-8H-azepino[4,5-g]quinoline-8-carboxylate). Reaction SMILES: [O:1]=[C:2]1[CH2:11][CH2:10][C:9]2[C:4](=[CH:5][C:6]3[CH2:16][CH2:15][N:14]([C:17]([O:19][C:20]([CH3:23])([CH3:22])[CH3:21])=[O:18])[CH2:13][CH2:12][C:7]=3[CH:8]=2)[NH:3]1.CC(C)([O-])C.[K+].[CH2:30](Br)[C:31]1[CH:36]=[CH:35][CH:34]=[CH:33][CH:32]=1.O>CN(C=O)C.C(OCC)(=O)C>[CH2:30]([N:3]1[C:4]2[C:9](=[CH:8][C:7]3[CH2:12][CH2:13][N:14]([C:17]([O:19][C:20]([CH3:23])([CH3:22])[CH3:21])=[O:18])[CH2:15][CH2:16][C:6]=3[CH:5]=2)[CH2:10][CH2:11][C:2]1=[O:1])[C:31]1[CH:36]=[CH:35][CH:34]=[CH:33][CH:32]=1 |f:1.2|. Procedure details: To a solution of 600 mg of t-butyl 2-oxo-1,2,3,4,6,7,9,10-octahydro-8H-azepino[4,5-g]quinoline-8-carboxylate in 9 ml DMF were added 426 mg of potassium t-butoxide and 451 μl of benzyl bromide in an ice-bath, followed by stirring at room temperature for 3 hours. Water and ethyl acetate were added thereto, and the organic layer was concentrated under reduced pressure. The residue was purified by silica gel chromatography (elution solvent: HEX-EtOAc) to obtain 644 mg of t-butyl 1-benzyl-2-oxo-1,2,3...